From a dataset of the Open Reaction Database (ORD), a public repository of structured organic reaction records. describe an organic reaction: reactants, conditions, products, and yield Starting materials: C(C)(=O)N1CCC2=CC(=CC=C12)CC(=O)OC (Methyl 1-acetylindoline-5-acetate), [N+](=O)([O-])[O-].[Na+] (sodium nitrate), ice. The solvent is FC(C(=O)O)(F)F (trifluoroacetic acid). Reaction conditions: time 4 hour. Yields the product C(C)(=O)N1CCC2=CC(=CC(=C12)[N+](=O)[O-])CC(=O)OC (Methyl 1-acetyl-7-nitroindoline-5-acetate). Yield: 71.0%. Reaction SMILES: [C:1]([N:4]1[C:12]2[C:7](=[CH:8][C:9]([CH2:13][C:14]([O:16][CH3:17])=[O:15])=[CH:10][CH:11]=2)[CH2:6][CH2:5]1)(=[O:3])[CH3:2].[N+:18]([O-])([O-:20])=[O:19].[Na+]>FC(F)(F)C(O)=O>[C:1]([N:4]1[C:12]2[C:7](=[CH:8][C:9]([CH2:13][C:14]([O:16][CH3:17])=[O:15])=[CH:10][C:11]=2[N+:18]([O-:20])=[O:19])[CH2:6][CH2:5]1)(=[O:3])[CH3:2] |f:1.2|. Procedure: Compound 2 (467 mg, 2 mmol) was added to a stirred solution of sodium nitrate (170 mg, 2 mmol) in trifluoroacetic acid (5 mL) and the mixture was stirred at rt for 4 h. The solution was poured into ice-cold water (100 mL) and extracted with EtOAc. The combined organic phases were washed with saturated aq. NaHCO3 and brine, dried and evaporated. Recrystallization (EtOAc-hexanes) afforded 16 as orange needles (395 mg, 71%), mp 136-137° C.; IR: νmax/cm−1 1740, 1670, 1530; 1H NMR: δH (90 MHz) 7.52 (... The reactants are C(#N)C1=C(C=C(CCl)C=C1)F (p-cyano-m-fluorobenzylchoride), C(#N)C1=C(C=C(CCl)C=C1)OC (p-cyano-m-methoxybenzylchloride), m,p-dicyanobenzylchloride, m,p-diacetyloxybenzylchloride, C(#N)C=1C=C(CCl)C=CC1N(C)C (m-cyano-p-dimethylaminobenzylchloride), C(C1=CC=CC=C1)(=O)OC1=CC=C(CCl)C=C1 (p-benzoyloxybenzylchloride), m,p-diacetylaminobenzylchloride, C(C1=CC=CC=C1)(=O)NC1=CC=C(CCl)C=C1 (p-benzoylaminobenzylchloride), C(C)(=O)NC1=C(C=C(CCl)C=C1)OC (p-acetylamino-m-methoxybenzylchloride), C(C)(=O)OC1=C(C=C(CCl)C=C1)F (p-acetyloxy-m-fluorobenzylchloride), C(C)(=O)NC1=C(C=C(CCl)C=C1)F (p-acetylamino-m-fluorobenzylchloride), p-cyano-O-fluorobenzylchloride. The product is CC(C(=O)O)CC1=CC=C(C=C1)OC(C)=O (α-methyl-β-(p-acetyloxyphenyl)propionic acid). RXN SMILES: C([C:3]1[CH:10]=[CH:9][C:6]([CH2:7]Cl)=[CH:5][C:4]=1F)#N.[C:12]([O:15]C1C=CC(CCl)=CC=1F)(=[O:14])[CH3:13].C(NC1C=CC(CCl)=CC=1F)(=O)C.C(C1C=CC(CCl)=CC=1OC)#N.C(C1C=C(C=CC=1N(C)C)CCl)#N.C(NC1C=CC(CCl)=CC=1OC)(=O)C.[C:77]([O:85]C1C=CC(CCl)=CC=1)(=[O:84])[C:78]1[CH:83]=CC=CC=1.C(NC1C=CC(CCl)=CC=1)(=O)C1C=CC=CC=1>>[CH3:83][CH:78]([CH2:7][C:6]1[CH:5]=[CH:4][C:3]([O:15][C:12](=[O:14])[CH3:13])=[CH:10][CH:9]=1)[C:77]([OH:85])=[O:84]. Reported procedure: Similarly, when p-cyano-m-fluorobenzylchoride, p-acetyloxy-m-fluorobenzylchloride, p-acetylamino-m-fluorobenzylchloride, p-cyano-m-methoxybenzylchloride, m-cyano-p-dimethylaminobenzylchloride, p-cyano-O-fluorobenzylchloride, p-acetylamino-m-methoxybenzylchloride, p-benzoyloxybenzylchloride, p-benzoylaminobenzylchloride, m,p-dicyanobenzylchloride, m,p-diacetylaminobenzylchloride, or m,p-diacetyloxybenzylchloride is used in place of p-cyanobenzylchloride, there is obtained The reactants are O=[N+]([O-])c1ccccc1Br, COc1ccc2c(c1)CC(C)(C)C(Br)=C2, COc1ccc2c(c1)CC(C)(C)C(c1ccccc1[N+](=O)[O-])=C2. Yields the product COc1ccc2c(c1)CC(C)(C)C(c1ccccc1N)=C2. RXN SMILES: [Br:16][c:17]1[cH:18][cH:19][cH:20][cH:21][c:22]1[N+:23]([O-:24])=[O:25].[Br:1][C:2]1=[CH:9][c:8]2[c:7]([cH:15][c:12]([O:13][CH3:14])[cH:11][cH:10]2)[CH2:6][C:3]1([CH3:4])[CH3:5].[CH3:26][O:27][c:28]1[cH:29][cH:30][c:31]2[c:36]([cH:37]1)[CH2:35][C:34]([CH3:38])([CH3:39])[C:33]([c:40]1[c:41]([N+:46]([O-:47])=[O:48])[cH:42][cH:43][cH:44][cH:45]1)=[CH:32]2>>[CH3:26][O:27][c:28]1[cH:29][cH:30][c:31]2[c:36]([cH:37]1)[CH2:35][C:34]([CH3:38])([CH3:39])[C:33]([c:40]1[c:41]([NH2:46])[cH:42][cH:43][cH:44][cH:45]1)=[CH:32]2. Reactants: CC(=O)O[BH-](OC(C)=O)OC(C)=O, CC(C)=O, CC(=O)O, CC(Cl)Cl, Nc1ccc2nc(Cl)sc2c1, [Na+], O. Product: CC(C)Nc1ccc2nc(Cl)sc2c1. Reaction SMILES: [C:16]([O:17][BH-:18]([O:19][C:20](=[O:21])[CH3:22])[O:23][C:24](=[O:25])[CH3:26])(=[O:27])[CH3:28].[CH3:12][C:13]([CH3:14])=[O:15].[CH3:30][C:31](=[O:32])[OH:33].[Cl:34][CH:35]([Cl:36])[CH3:37].[NH2:1][c:2]1[cH:3][c:4]2[c:5]([n:6][c:7]([Cl:9])[s:8]2)[cH:10][cH:11]1.[Na+:29].[OH2:38]>>[NH:1]([c:2]1[cH:3][c:4]2[c:5]([n:6][c:7]([Cl:9])[s:8]2)[cH:10][cH:11]1)[CH:13]([CH3:12])[CH3:14]. The reactants are C(CCC)OC(C(C1=CNC2=CC=CC=C12)NC(=O)OC(C)(C)C)=O (α-(N-t-butoxycarbonylamino)indole-3-acetic acid n-butyl ester), C([O-])([O-])=O.[Na+].[Na+] (sodium carbonate). Solvent: O1CCOCC1 (dioxane). Yields the product C(C)(C)(C)OC(=O)NC(C(=O)O)C1=CNC2=CC=CC=C12 (α-(N-t-Butoxycarbonylamino)indole-3-acetic acid). As a reaction SMILES: C([O:5][C:6](=[O:25])[CH:7]([NH:17][C:18]([O:20][C:21]([CH3:24])([CH3:23])[CH3:22])=[O:19])[C:8]1[C:16]2[C:11](=[CH:12][CH:13]=[CH:14][CH:15]=2)[NH:10][CH:9]=1)CCC.C(=O)([O-])[O-].[Na+].[Na+]>O1CCOCC1>[C:21]([O:20][C:18]([NH:17][CH:7]([C:8]1[C:16]2[C:11](=[CH:12][CH:13]=[CH:14][CH:15]=2)[NH:10][CH:9]=1)[C:6]([OH:25])=[O:5])=[O:19])([CH3:24])([CH3:22])[CH3:23] |f:1.2.3|. Procedure: A suspension of 5.9 g. (0.017 mol.) of the ester in 70 ml. of 5% aqueous sodium carbonate and 30 ml. of dioxane was refluxed for 2.5 hours. The cooled reaction mixture was concentrated in vacuo and 30 ml. of water was added to the residue. The aqueous solution was extracted with methylene chloride, cooled and acidified to pH 2.0 with hydrochloric acid. The resulting solid was collected and recrystallized from ethyl acetate-hexane to give the title compound, m.p. 143.5°. The reactants are C(C)(C)N(C(C)C)CC (N,N-diisopropylethylamine), C(C)(C)(C)OC(=O)N[C@H]1CNCC1 ((3R)-3-t-butoxycarbonylaminopyrrolidine), FC=1C=C(C=CC1F)[N+](=O)[O-] (3,4-Difluoronitrobenzene). Solvent: C(C)#N (acetonitrile). Product: FC=1C=C(C=CC1N1C[C@@H](CC1)NC(=O)OC(C)(C)C)[N+](=O)[O-] (3-Fluoro-4-((3R)-3-t-butoxycarbonylamino-1-pyrrolidinyl)nitrobenzene). The yield is 99.8%. RXN SMILES: [F:1][C:2]1[CH:3]=[C:4]([N+:9]([O-:11])=[O:10])[CH:5]=[CH:6][C:7]=1F.C(N(CC)C(C)C)(C)C.[C:21]([O:25][C:26]([NH:28][C@@H:29]1[CH2:33][CH2:32][NH:31][CH2:30]1)=[O:27])([CH3:24])([CH3:23])[CH3:22]>C(#N)C>[F:1][C:2]1[CH:3]=[C:4]([N+:9]([O-:11])=[O:10])[CH:5]=[CH:6][C:7]=1[N:31]1[CH2:32][CH2:33][C@@H:29]([NH:28][C:26]([O:25][C:21]([CH3:24])([CH3:23])[CH3:22])=[O:27])[CH2:30]1. Procedure details: 3,4-Difluoronitrobenzene (16.03 g, 0.101 M) was dissolved in acetonitrile (300 ml), and treated with N,N-diisopropylethylamine (32.63 g, 0.253 M) and (3R)-3-t-butoxycarbonylaminopyrrolidine (20.65 g, 0.111 M). The mixture was stirred and heated to reflux for 18 hours. Solvent was evaporated, and the residue treated with EtOAc (300 ml) and water (200 ml). The organic laver was washed with water (1 50 ml). citric acid solution (10% in water, 2×150 ml), and dried (magnesium sulfate). Evaporation ga...